Dataset: the Open Reaction Database (ORD), a public repository of structured organic reaction records. Task: describe an organic reaction: reactants, conditions, products, and yield Reactants: COC(=O)C=1N=C(OC1)CNC(=O)OCC1=CC=CC=C1 (2-(Benzyloxycarbonylaminomethyl)oxazole-4-carboxylic acid methyl ester). The reagents and catalysts are [Pd] (palladium on carbon). Run in C(C)(=O)OCC (ethyl acetate). Run at temperature 20 celsius. The product is COC(=O)C=1N=C(OC1)CN (2-Aminomethyloxazole-4-carboxylic acid methyl ester). Yield: 83.4%. As a reaction SMILES: [CH3:1][O:2][C:3]([C:5]1[N:6]=[C:7]([CH2:10][NH:11]C(OCC2C=CC=CC=2)=O)[O:8][CH:9]=1)=[O:4]>C(OCC)(=O)C.[Pd]>[CH3:1][O:2][C:3]([C:5]1[N:6]=[C:7]([CH2:10][NH2:11])[O:8][CH:9]=1)=[O:4]. Procedure details: 2-(Benzyloxycarbonylaminomethyl)oxazole-4-carboxylic acid methyl ester (0.439 g) (prepared as described in; Journal of Peptide Science (1999), 5(9), 392-398) was dissolved in ethyl acetate (13 ml) and hydrogenated with vigorous stirring at 20° C. and 1 atmosphere of pressure using 10% palladium on carbon catalyst (0.20 g) for 4 hours. The mixture was filtered using celite filter aid and the solvent evaporated from the filtrate in vacuo to give the title compound as a yellow solid (0.197 g)